This data is from the Open Reaction Database (ORD), a public repository of structured organic reaction records. The task is: describe an organic reaction: reactants, conditions, products, and yield Starting materials: C(C1=CC=CC=C1)OC(N(CC1=C(C=CC(=C1)C(F)(F)F)B1OC(C(O1)(C)C)(C)C)CC)=O (ethyl-[2-(4,4,5,5-tetramethyl-[1,3,2]dioxaborolan-2-yl)-5-trifluoromethyl-benzyl]-carbamic acid benzyl ester), C(C)OC(CC1=CC(=CC(=C1)OS(=O)(=O)C(F)(F)F)F)=O ((3-fluoro-5-trifluoromethanesulfonyloxy-phenyl)-acetic acid ethyl ester). Product: C(C)OC(CC=1C=C(C=C(C1)F)C1=C(C=C(C=C1)C(F)(F)F)CN(CC)C(=O)OCC1=CC=CC=C1)=O ({2′-[(Benzyloxycarbonyl-ethyl-amino)-methyl]-5-fluoro-4′-trifluoromethyl-biphenyl-3-yl}-acetic acid ethyl ester). Reaction SMILES: [CH2:1]([O:8][C:9](=[O:33])[N:10]([CH2:31][CH3:32])[CH2:11][C:12]1[CH:17]=[C:16]([C:18]([F:21])([F:20])[F:19])[CH:15]=[CH:14][C:13]=1B1OC(C)(C)C(C)(C)O1)[C:2]1[CH:7]=[CH:6][CH:5]=[CH:4][CH:3]=1.[CH2:34]([O:36][C:37](=[O:54])[CH2:38][C:39]1[CH:44]=[C:43](OS(C(F)(F)F)(=O)=O)[CH:42]=[C:41]([F:53])[CH:40]=1)[CH3:35]>>[CH2:34]([O:36][C:37](=[O:54])[CH2:38][C:39]1[CH:44]=[C:43]([C:13]2[CH:14]=[CH:15][C:16]([C:18]([F:21])([F:19])[F:20])=[CH:17][C:12]=2[CH2:11][N:10]([C:9]([O:8][CH2:1][C:2]2[CH:7]=[CH:6][CH:5]=[CH:4][CH:3]=2)=[O:33])[CH2:31][CH3:32])[CH:42]=[C:41]([F:53])[CH:40]=1)[CH3:35]. Procedure: Prepared according to the procedure described in Example 1, Step 4, using the following starting materials: ethyl-[2-(4,4,5,5-tetramethyl-[1,3,2]dioxaborolan-2-yl)-5-trifluoromethyl-benzyl]-carbamic acid benzyl ester and (3-fluoro-5-trifluoromethanesulfonyloxy-phenyl)-acetic acid ethyl ester.